Dataset: the Open Reaction Database (ORD), a public repository of structured organic reaction records. Task: describe an organic reaction: reactants, conditions, products, and yield Reactants: Cl (HCl), NC1=CC=C(C=C1)C1=CC=C(C=C1)C(CC(C(=O)OC)(C)C)=O (methyl 4-(4′-amino-1,1′-biphenyl-4-yl)-2,2-dimethyl-4-oxobutanoate), CC1=CC2=C(N=C(O2)S(=O)(=O)C)C=C1 (6-methyl-2-(methylsulfonyl)-1,3-benzoxazole), [OH-].[Na+] (NaOH). Solvent: CO (methanol), ClC(C)Cl (dichloroethane). Conditions: temperature 85 celsius. Yields the product CC(C(=O)O)(CC(=O)C1=CC=C(C=C1)C1=CC=C(C=C1)NC=1OC2=C(N1)C=CC(=C2)C)C (2,2-dimethyl 4-{4′-[(6-methyl-1,3-benzoxazol-2-yl)amino]-1,1′-biphenyl-4-yl}4-oxobutanoic acid). The yield is 31.7%. Reaction SMILES: [NH2:1][C:2]1[CH:7]=[CH:6][C:5]([C:8]2[CH:13]=[CH:12][C:11]([C:14](=[O:23])[CH2:15][C:16]([CH3:22])([CH3:21])[C:17]([O:19]C)=[O:18])=[CH:10][CH:9]=2)=[CH:4][CH:3]=1.[CH3:24][C:25]1[CH:37]=[CH:36][C:28]2[N:29]=[C:30](S(C)(=O)=O)[O:31][C:27]=2[CH:26]=1.[OH-].[Na+].Cl>ClC(Cl)C.CO>[CH3:21][C:16]([CH3:22])([CH2:15][C:14]([C:11]1[CH:10]=[CH:9][C:8]([C:5]2[CH:4]=[CH:3][C:2]([NH:1][C:30]3[O:31][C:27]4[CH:26]=[C:25]([CH3:24])[CH:37]=[CH:36][C:28]=4[N:29]=3)=[CH:7][CH:6]=2)=[CH:13][CH:12]=1)=[O:23])[C:17]([OH:19])=[O:18] |f:2.3|. Procedure details: To a solution of methyl 4-(4′-amino-1,1′-biphenyl-4-yl)-2,2-dimethyl-4-oxobutanoate (74 mg, 0.24 mmol) in dichloroethane (3 mL), 6-methyl-2-(methylsulfonyl)-1,3-benzoxazole (50 mg, 0.24 mmol) was added, and the mixture was heated at 85° C. overnight. The solvent was removed by rotary evaporation, and the residue was redissolved in DMF (5 mL). A solution of 1 N aqueous NaOH (0.72 mL, 0.72 mmol) was added, and the mixture was heated at 65° C. overnight. A solution of 1 N aqueous HCl (0.24 mL, 0.24... Reactants: C(C)(C)[Mg]Cl (isopropylmagnesium chloride), O1C=NC2=C1C=CC=C2 (benzo[d]oxazole), [Cl-].[NH4+] (ammoniumchloride), O=C[C@H](CC)NC(OC(C)(C)C)=O ((S)-tert-butyl 1-oxobutan-2-ylcarbamate). The solvent is C1CCOC1 (THF), C1CCOC1 (THF), C1CCOC1 (THF). Reaction conditions: temperature -5 celsius, time 1.5 hour. Product: O1C(=NC2=C1C=CC=C2)C([C@H](CC)NC(OC(C)(C)C)=O)O (tert-butyl (2S)-1-(benzo[d]oxazol-2-yl)-1-hydroxybutan-2-ylcarbamate). RXN SMILES: [O:1]1[C:5]2[CH:6]=[CH:7][CH:8]=[CH:9][C:4]=2[N:3]=[CH:2]1.C([Mg]Cl)(C)C.[O:15]=[CH:16][C@@H:17]([NH:20][C:21](=[O:27])[O:22][C:23]([CH3:26])([CH3:25])[CH3:24])[CH2:18][CH3:19].[Cl-].[NH4+]>C1COCC1>[O:1]1[C:5]2[CH:6]=[CH:7][CH:8]=[CH:9][C:4]=2[N:3]=[C:2]1[CH:16]([OH:15])[C@@H:17]([NH:20][C:21](=[O:27])[O:22][C:23]([CH3:25])([CH3:24])[CH3:26])[CH2:18][CH3:19] |f:3.4|. Procedure: Under an atmosphere of argon, benzo[d]oxazole (5 g, 42.0 mmol, Eq: 1.00) was combined with THF (100 ml) to give a light yellow solution. At −5° C. isopropylmagnesium chloride 2M in THF (21.0 ml, 42.0 mmol, Eq: 1.00) was added dropwise. The reaction was stirred for 1.5 h at −5° C. Then (S)-tert-butyl 1-oxobutan-2-ylcarbamate (4.72 g, 25.2 mmol, Eq: 0.6) diluted in 20 ml THF was added. The reaction was stirred overnight at RT. Satd. ammoniumchloride solution (6 ml) was added to the reaction. The T...